From a dataset of the Open Reaction Database (ORD), a public repository of structured organic reaction records. describe an organic reaction: reactants, conditions, products, and yield Starting materials: O=C([O-])C=Cc1ccccc1, [Na+], O=CC(O)C(O)C(O)C(O)CO. Product: CC(=O)c1ccccc1. RXN SMILES: [C:13]([CH:14]=[CH:15][c:16]1[cH:17][cH:18][cH:19][cH:20][cH:21]1)([O-:22])=[O:23].[Na+:24].[O:1]=[CH:2][CH:3]([CH:4]([CH:5]([CH:6]([CH2:7][OH:8])[OH:9])[OH:10])[OH:11])[OH:12]>>[O:1]=[C:15]([CH3:14])[c:16]1[cH:17][cH:18][cH:19][cH:20][cH:21]1. Starting materials: acid chloride, NC1=C(C(=NS1)C1=CC=C(C=C1)O)C (4-(5-amino-4-methylisothiazol-3-yl)phenol), N1=CC=CC=C1 (pyridine), C(C(=O)Cl)(=O)Cl (oxalyl chloride), ClCCl (dichloromethane), C[C@H]1[C@@H](C1)C(=O)O ((R,R)-2-methylcyclopropanecarboxylic acid). Reagents/catalysts: CN(C)C=O (DMF). Solvent: C1CCOC1 (THF), CCOC(=O)C (EtOAc), C1(=CC=CC=C1)C (toluene). Run at time 3 hour. The product is OC1=CC=C(C=C1)C1=NSC(=C1C)NC(=O)[C@H]1[C@@H](C1)C ((R,R)—N-[3-(4-Hydroxyphenyl)-4-methylisothiazol-5-yl]-2-methylcyclopropane-carboxamide). Isolated yield 64.6%. RXN SMILES: C(Cl)(=O)C(Cl)=O.ClCCl.[CH3:10][C@@H:11]1[CH2:13][C@H:12]1[C:14]([OH:16])=O.[NH2:17][C:18]1[S:22][N:21]=[C:20]([C:23]2[CH:28]=[CH:27][C:26]([OH:29])=[CH:25][CH:24]=2)[C:19]=1[CH3:30].N1C=CC=CC=1>CN(C=O)C.C1(C)C=CC=CC=1.C1COCC1.CCOC(C)=O>[OH:29][C:26]1[CH:25]=[CH:24][C:23]([C:20]2[C:19]([CH3:30])=[C:18]([NH:17][C:14]([C@@H:12]3[CH2:13][C@H:11]3[CH3:10])=[O:16])[S:22][N:21]=2)=[CH:28][CH:27]=1. Procedure: Add oxalyl chloride (2 M in dichloromethane, (0.291 mL, 0.583 mmol) to a stirred solution of (R,R)-2-methylcyclopropanecarboxylic acid (0.06 g, 0.58 mmol) and DMF (1 drop-catalytic) in toluene (1 mL). Stir 3 h and add the now formed acid chloride to a stirred solution of 4-(5-amino-4-methylisothiazol-3-yl)phenol (0.060 g, 0.291 mmol) and pyridine (0.07 g, 0.87 mmol) in THF (1 mL). Stir 1 h and dilute with EtOAc (300 mL), and wash with 1 N NaOH (2 times 100 mL) then water (100 mL), dry (MgSO4) an... Starting materials: C1(CCCC1)N1N=CC=2C(=CC(=CC12)C=O)C(=O)NCC=1C(NC(=CC1C)C)=O (1-cyclopentyl-N-((4,6-dimethyl-2-oxo-1,2-dihydropyridin-3-yl)methyl)-6-formyl-1H-indazole-4-carboxamide), C(C)(=O)O (acetic acid), CN1CCNCC1 (1-methylpiperazine), [BH3-]C#N.[Na+] (NaBH3CN). Conditions: time 3 hour. Run in CO (methanol). As a reaction SMILES: [CH:1]1([N:6]2[C:14]3[CH:13]=[C:12]([CH:15]=O)[CH:11]=[C:10]([C:17]([NH:19][CH2:20][C:21]4[C:22](=[O:29])[NH:23][C:24]([CH3:28])=[CH:25][C:26]=4[CH3:27])=[O:18])[C:9]=3[CH:8]=[N:7]2)[CH2:5][CH2:4][CH2:3][CH2:2]1.C(O)(=O)C.[CH3:34][N:35]1[CH2:40][CH2:39][NH:38][CH2:37][CH2:36]1.[BH3-]C#N.[Na+]>CO>[CH:1]1([N:6]2[C:14]3[CH:13]=[C:12]([CH2:15][N:38]4[CH2:39][CH2:40][N:35]([CH3:34])[CH2:36][CH2:37]4)[CH:11]=[C:10]([C:17]([NH:19][CH2:20][C:21]4[C:22](=[O:29])[NH:23][C:24]([CH3:28])=[CH:25][C:26]=4[CH3:27])=[O:18])[C:9]=3[CH:8]=[N:7]2)[CH2:5][CH2:4][CH2:3][CH2:2]1 |f:3.4|. Isolated yield 22.2%. Procedure: To a stirred solution of 1-cyclopentyl-N-((4,6-dimethyl-2-oxo-1,2-dihydropyridin-3-yl)methyl)-6-formyl-1H-indazole-4-carboxamide (0.1 g, 0.255 mmol) in methanol (2 mL) was added acetic acid (0.015 g, 0.255 mmol) and 1-methylpiperazine (0.077 g, 0.765 mmol) and stirred it at room temperature for 3 h. NaBH3CN (0.016 g, 0.255 mmol) was then added. The resulting reaction mixture was stirred at room temperature overnight. After completion of reaction, the solvent was removed under reduced pressure an... Product: C1(CCCC1)N1N=CC=2C(=CC(=CC12)CN1CCN(CC1)C)C(=O)NCC=1C(NC(=CC1C)C)=O (1-cyclopentyl-N-((4,6-dimethyl-2-oxo-1,2-dihydropyridin-3-yl)methyl)-6-((4-methylpiperazin-1-yl)methyl)-1H-indazole-4-carboxamide). Starting materials: C(C)(C)(C)OC(=O)N1[C@@H](CC(C1)=NOC)C(=O)O ((2S,4EZ)-1-(tert-butoxycarbonyl)-4-(methoxyimino)-2-pyrrolidinecarboxylic acid), C1(=CC=C(C=C1)C(=O)Cl)C1=CC=CC=C1 ([1,1′-biphenyl]-4-carbonyl chloride), NCC(COC1=CC=CC=C1)O ((2RS)-1-amino-3-phenoxy-2-propanol). Product: C1(=CC=C(C=C1)C(=O)N1[C@@H](CC(C1)=NOC)C(=O)NCC(COC1=CC=CC=C1)O)C1=CC=CC=C1 ((2S,4EZ)-1-([1,1′-biphenyl]-4-ylcarbonyl)-N-[(2RS)-2-hydroxy-3-phenoxypropyl]-4-(methoxyimino)-2-pyrrolidinecarboxamide). As a reaction SMILES: C(O[C:6]([N:8]1[CH2:12][C:11](=[N:13][O:14][CH3:15])[CH2:10][C@H:9]1[C:16]([OH:18])=O)=[O:7])(C)(C)C.[C:19]1([C:28]2[CH:33]=[CH:32][CH:31]=[CH:30][CH:29]=2)[CH:24]=[CH:23][C:22](C(Cl)=O)=[CH:21][CH:20]=1.[NH2:34][CH2:35][CH:36]([OH:45])[CH2:37][O:38][C:39]1[CH:44]=[CH:43][CH:42]=[CH:41][CH:40]=1>>[C:28]1([C:19]2[CH:20]=[CH:21][CH:22]=[CH:23][CH:24]=2)[CH:29]=[CH:30][C:31]([C:6]([N:8]2[CH2:12][C:11](=[N:13][O:14][CH3:15])[CH2:10][C@H:9]2[C:16]([NH:34][CH2:35][CH:36]([OH:45])[CH2:37][O:38][C:39]2[CH:44]=[CH:43][CH:42]=[CH:41][CH:40]=2)=[O:18])=[O:7])=[CH:32][CH:33]=1. Procedure details: Following the general method as outlined in Example 22, starting from (2S,4EZ)-1-(tert-butoxycarbonyl)-4-(methoxyimino)-2-pyrrolidinecarboxylic acid, [1,1′-biphenyl]-4-carbonyl chloride, and (2RS)-1-amino-3-phenoxy-2-propanol, the title compound was obtained in 68% purity by HPLC. MS(ESI+): m/z=488. The reactants are ClCCl, Cl, C1COCCO1, CC(C)(C)OC(=O)NCC1(O)CCN(C(=O)OCC2c3ccccc3-c3ccccc32)CC1. Product: Cl, NCC1(O)CCN(C(=O)OCC2c3ccccc3-c3ccccc32)CC1. As a reaction SMILES: [Cl:35][CH2:36][Cl:37].[ClH:34].[O:38]1[CH2:39][CH2:40][O:41][CH2:42][CH2:43]1.[cH:1]1[cH:2][cH:3][cH:4][c:5]2[c:13]1[CH:12]([CH2:14][O:15][C:16](=[O:17])[N:18]1[CH2:19][CH2:20][C:21]([OH:24])([CH2:25][NH:26][C:27]([O:28][C:29]([CH3:30])([CH3:31])[CH3:32])=[O:33])[CH2:22][CH2:23]1)[c:11]1[c:6]-2[cH:7][cH:8][cH:9][cH:10]1>>[ClH:34].[cH:1]1[cH:2][cH:3][cH:4][c:5]2[c:13]1[CH:12]([CH2:14][O:15][C:16](=[O:17])[N:18]1[CH2:19][CH2:20][C:21]([OH:24])([CH2:25][NH2:26])[CH2:22][CH2:23]1)[c:11]1[c:6]-2[cH:7][cH:8][cH:9][cH:10]1. The reactants are BrC=1C(=CC(=NC1)C(=O)O)C (5-bromo-4-methyl-pyridine-2-carboxylic acid), C(C)O (ethanol), C(=O)(O)[O-].[Na+] (NaHCO3). Run in OS(=O)(=O)O (H2SO4). Conditions: temperature 70 celsius, time 18 hour. Product: C(C)OC(=O)C1=NC=C(C(=C1)C)Br (5-bromo-4-methyl-pyridine-2-carboxylic acid ethyl ester). Reaction SMILES: [Br:1][C:2]1[C:3]([CH3:11])=[CH:4][C:5]([C:8]([OH:10])=[O:9])=[N:6][CH:7]=1.C([O-])(O)=O.[Na+].[CH2:17](O)[CH3:18]>OS(O)(=O)=O>[CH2:17]([O:9][C:8]([C:5]1[CH:4]=[C:3]([CH3:11])[C:2]([Br:1])=[CH:7][N:6]=1)=[O:10])[CH3:18] |f:1.2|. Reported procedure: To a suspension of crude 5-bromo-4-methyl-pyridine-2-carboxylic acid (10.9 g, as potassium salt, approximately 35.5 mmol) in ethanol (120 mL), H2SO4 (0.5 mL) is added. The mixture is stirred at 70° C. for 18 h. The pH of the clear solution is adjusted to pH 9 by adding sat. aq. NaHCO3-solution and the mixture was extracted with diethyl ether (3×300 mL). The combined org. extracts are dried over MgSO4, filtered and concentrated to give 5-bromo-4-methyl-pyridine-2-carboxylic acid ethyl ester (8.20... Reactants: CC#N, NC(=O)c1cnc(Cl)cc1Cl, [Na+], [OH-], O=P(Cl)(Cl)Cl, c1ccncc1. Yields the product N#Cc1cnc(Cl)cc1Cl. As a reaction SMILES: [CH3:25][C:26]#[N:27].[Cl:7][c:8]1[cH:9][c:10]([Cl:17])[n:11][cH:12][c:13]1[C:14](=[O:15])[NH2:16].[Na+:24].[OH-:23].[P:18]([Cl:19])([Cl:20])([Cl:21])=[O:22].[cH:1]1[cH:2][cH:3][n:4][cH:5][cH:6]1>>[Cl:7][c:8]1[cH:9][c:10]([Cl:17])[n:11][cH:12][c:13]1[C:14]#[N:16]. Starting materials: ClC=1OC(=C(N1)C1=CC=C(C=C1)Cl)CCCOC1=C(C=CC=C1)OC (2-chloro-4-(4-chlorophenyl)-5-[3-(2-methoxylphenoxy)propyl]oxazole), C(C)C=1NC=CN1 (2-ethylimidazole), C([O-])([O-])=O.[K+].[K+] (potassium carbonate), CN(C=O)C (N,N-dimethylformamide). Run in O (water). Run at temperature 125 celsius, time 1 hour. Yields the product ClC1=CC=C(C=C1)C=1N=C(OC1CCCOC1=C(C=CC=C1)OC)N1C(=NC=C1)CC (4-(4-chlorophenyl)-2-(2-ethyl-1-imidazolyl)-5-[3-(2-methoxyphenoxy)propyl]oxazole). Isolated yield 53.4%. Reaction SMILES: Cl[C:2]1[O:3][C:4]([CH2:14][CH2:15][CH2:16][O:17][C:18]2[CH:23]=[CH:22][CH:21]=[CH:20][C:19]=2[O:24][CH3:25])=[C:5]([C:7]2[CH:12]=[CH:11][C:10]([Cl:13])=[CH:9][CH:8]=2)[N:6]=1.[CH2:26]([C:28]1[NH:29][CH:30]=[CH:31][N:32]=1)[CH3:27].C(=O)([O-])[O-].[K+].[K+].CN(C)C=O>O>[Cl:13][C:10]1[CH:11]=[CH:12][C:7]([C:5]2[N:6]=[C:2]([N:29]3[CH:30]=[CH:31][N:32]=[C:28]3[CH2:26][CH3:27])[O:3][C:4]=2[CH2:14][CH2:15][CH2:16][O:17][C:18]2[CH:23]=[CH:22][CH:21]=[CH:20][C:19]=2[O:24][CH3:25])=[CH:8][CH:9]=1 |f:2.3.4|. Procedure details: A mixture of 2-chloro-4-(4-chlorophenyl)-5-[3-(2-methoxylphenoxy)propyl]oxazole (1.00 g), 2-ethylimidazole (960 mg), potassium carbonate (1.38 g) and N,N-dimethylformamide (5 ml) was stirred at 120-130° C. for 1 hour. The reaction mixture was poured into water (100 ml), and the resulting precipitate was filtered, air-dried and recrystallized from acetone-isopropyl ether to give 4-(4-chlorophenyl)-2-(2-ethyl-1-imidazolyl)-5-[3-(2-methoxyphenoxy)propyl]oxazole as pale yellow prisms (618 mg, 53%). ...